From a dataset of the Open Reaction Database (ORD), a public repository of structured organic reaction records. describe an organic reaction: reactants, conditions, products, and yield RXN SMILES: [CH3:10][O:11][c:12]1[c:13]([CH:20]=[CH:21][C:22]#[N:23])[c:14]([O:18][CH3:19])[cH:15][cH:16][cH:17]1.[CH3:1][CH:2]([CH2:3][AlH:4][CH2:5][CH:6]([CH3:7])[CH3:8])[CH3:9].[CH3:24][OH:25].[CH3:31][c:32]1[cH:33][cH:34][cH:35][cH:36][cH:37]1.[S:26]([OH:27])(=[O:28])(=[O:29])[OH:30]>>[CH3:10][O:11][c:12]1[c:13]([CH:20]=[CH:21][CH:22]=[O:27])[c:14]([O:18][CH3:19])[cH:15][cH:16][cH:17]1. The reactants are COc1cccc(OC)c1C=CC#N, CC(C)C[AlH]CC(C)C, CO, Cc1ccccc1, O=S(=O)(O)O. The product is COc1cccc(OC)c1C=CC=O. Starting materials: [Cl-].[NH4+] (ammonium chloride), C(C)(=O)OC=1C(=CC2=C(CC(O2)(C)COC2=CC=C(C=C2)NC(=N)N)C1C(C)(C)C)C(C)(C)C (1-{4-[(5-acetoxy-4,6-di-t-butyl-2-methyl-2,3-dihydrobenzofuran-2-yl)methoxy]phenyl}guanidine), [H-].C(C(C)C)[Al+]CC(C)C (diisobutyl aluminum hydride), [H-].C(C(C)C)[Al+]CC(C)C (diisobutyl aluminum hydride). Solvent: C1(=CC=CC=C1)C (toluene). Run at time 14 hour. The product is C(C)(C)(C)C1=C(C(=CC2=C1CC(O2)(C)COC2=CC=C(C=C2)NC(=N)N)C(C)(C)C)O (1-{4-[(4,6-di-t-butyl-5-hydroxy-2-methyl-2,3-dihydrobenzofuran-2-yl)methoxy]phenyl}guanidine). Yield: 52.6%. Reaction SMILES: C([O:4][C:5]1[C:6]([C:31]([CH3:34])([CH3:33])[CH3:32])=[CH:7][C:8]2[O:12][C:11]([CH2:14][O:15][C:16]3[CH:21]=[CH:20][C:19]([NH:22][C:23]([NH2:25])=[NH:24])=[CH:18][CH:17]=3)([CH3:13])[CH2:10][C:9]=2[C:26]=1[C:27]([CH3:30])([CH3:29])[CH3:28])(=O)C.[H-].C([Al+]CC(C)C)C(C)C.[Cl-].[NH4+]>C1(C)C=CC=CC=1>[C:27]([C:26]1[C:9]2[CH2:10][C:11]([CH2:14][O:15][C:16]3[CH:17]=[CH:18][C:19]([NH:22][C:23]([NH2:25])=[NH:24])=[CH:20][CH:21]=3)([CH3:13])[O:12][C:8]=2[CH:7]=[C:6]([C:31]([CH3:34])([CH3:33])[CH3:32])[C:5]=1[OH:4])([CH3:30])([CH3:28])[CH3:29] |f:1.2,3.4|. Procedure: Under a nitrogen atmosphere, 1.4 g of 1-{4-[(5-acetoxy-4,6-di-t-butyl-2-methyl-2,3-dihydrobenzofuran-2-yl)methoxy]phenyl}guanidine was dissolved in 50 ml of toluene. To the solution was added 12 ml of diisobutyl aluminum hydride (1.0 M in toluene) and the mixture was stirred at room temperature for 14 hours. After further addition of 6 ml of diisobutyl aluminum hydride (1.0 M in toluene) at room temperature, the mixture was heated under reflux for 2 hours. After reaction, a saturated aqueous amm... Reactants: CC(C)(C)OC(=O)CCC(CP(=O)(CNCc1ccccc1)OC(C)(C)C)C(=O)OC(C)(C)C, CCO. Product: CC(C)(C)OC(=O)CCC(CP(=O)(CN)OC(C)(C)C)C(=O)OC(C)(C)C. As a reaction SMILES: [C:1]([CH3:2])([CH3:3])([CH3:4])[O:5][P:6](=[O:7])([CH2:8][NH:9][CH2:10][c:11]1[cH:12][cH:13][cH:14][cH:15][cH:16]1)[CH2:17][CH:18]([C:19](=[O:20])[O:21][C:22]([CH3:23])([CH3:24])[CH3:25])[CH2:26][CH2:27][C:28](=[O:29])[O:30][C:31]([CH3:32])([CH3:33])[CH3:34].[CH3:35][CH2:36][OH:37]>>[C:1]([CH3:2])([CH3:3])([CH3:4])[O:5][P:6](=[O:7])([CH2:8][NH2:9])[CH2:17][CH:18]([C:19](=[O:20])[O:21][C:22]([CH3:23])([CH3:24])[CH3:25])[CH2:26][CH2:27][C:28](=[O:29])[O:30][C:31]([CH3:32])([CH3:33])[CH3:34]. Starting materials: ClC1=CC=C(C(=N1)NC)[N+](=O)[O-] (6-chloro-2-methylamino-3-nitropyridine), [H-].[Na+] (sodium hydride), C(C1=CC=CC=C1)O (benzyl alcohol). Run in CN(C=O)C (dimethylformamide). Product: C(C1=CC=CC=C1)OC1=CC=C(C(=N1)NC)[N+](=O)[O-] (6-Benzyloxy-2-methylamino-3-nitropyridine). RXN SMILES: Cl[C:2]1[N:7]=[C:6]([NH:8][CH3:9])[C:5]([N+:10]([O-:12])=[O:11])=[CH:4][CH:3]=1.[H-].[Na+].[CH2:15]([OH:22])[C:16]1[CH:21]=[CH:20][CH:19]=[CH:18][CH:17]=1>CN(C)C=O>[CH2:15]([O:22][C:2]1[N:7]=[C:6]([NH:8][CH3:9])[C:5]([N+:10]([O-:12])=[O:11])=[CH:4][CH:3]=1)[C:16]1[CH:21]=[CH:20][CH:19]=[CH:18][CH:17]=1 |f:1.2|. Reported procedure: A procedure similar to that described in Preparation 88 was repeated, except that 7.00 g of 6-chloro-2-methylamino-3-nitropyridine (prepared as described in Preparation 66), 1.79 g of sodium hydride (as a 55% by weight dispersion in mineral oil), 4.3 ml of benzyl alcohol and 150 ml of dimethylformamide were used. After working up the product as described in Preparation 88, the resulting crude product was crystallized by trituration with isopropanol, to give 9.02 g of the title compound, melting ... Starting materials: C1=CC=CC=2NC3=CC=CC=C3C(C12)=O (acridone), [H-].[Na+] (sodium hydride), BrCCCOC1OCCCC1 (2-(3-bromo-1-propyloxy)tetrahydro-2H-pyran). Run in CN(C=O)C (dimethylformamide), CN(C=O)C (dimethylformamide). Reaction conditions: temperature 80 celsius. The product is O1C(CCCC1)OCCCN1C=2C=CC=CC2C(C2=CC=CC=C12)=O (10-(3-(tetrahydro-2H-pyran-2-yloxy)-1-propyl)acridin-9-one). Isolated yield 32.7%. RXN SMILES: [CH:1]1[C:14]2[C:13](=[O:15])[C:12]3[C:7](=[CH:8][CH:9]=[CH:10][CH:11]=3)[NH:6][C:5]=2[CH:4]=[CH:3][CH:2]=1.[H-].[Na+].Br[CH2:19][CH2:20][CH2:21][O:22][CH:23]1[CH2:28][CH2:27][CH2:26][CH2:25][O:24]1>CN(C)C=O>[O:24]1[CH2:25][CH2:26][CH2:27][CH2:28][CH:23]1[O:22][CH2:21][CH2:20][CH2:19][N:6]1[C:5]2[C:14](=[CH:1][CH:2]=[CH:3][CH:4]=2)[C:13](=[O:15])[C:12]2[CH:11]=[CH:10][CH:9]=[CH:8][C:7]1=2 |f:1.2|. Reported procedure: To a solution of acridone (15 g, 0.077 mol) in dry dimethylformamide (200 ml), sodium hydride (3.7 g, 0.092 mol, 60% dispersion in mineral oil) was added in 4 portions under an atmosphere of nitrogen. The reaction mixture was stirred until gas evolution had ceased. A solution of 2-(3-bromo-1-propyloxy)tetrahydro-2H-pyran (21.7 g, 0.092 mol) in dry dimethylformamide (100 ml) was added dropwise. The reaction mixture was heated to 80° C. for 4 h and stirred overnight at room temperature. The reacti... Starting materials: C[C@@H]1CC[C@H]([C@@H](C1)OC(C(CC)=O)=O)C(C)(C1=CC=CC=C1)C (2-oxo-butyric acid (1R,2S,5R)-5-methyl-2-(1-methyl-1-phenyl-ethyl)-cyclohexyl ester), O1CCCC1 (tetrahydrofuran), example 11, C(=C)(C)[Mg]Br (isopropenylmagnesium bromide). Conditions: time 50 minute. Product: C[C@@H]1CC[C@H]([C@@H](C1)OC([C@](C(=C)C)(O)CC)=O)C(C)(C1=CC=CC=C1)C ((2S)-2-ethyl-2-hydroxy-3-methyl-but-3-enoic acid (1R,2S,5R)-5-methyl-2-(1-methyl-1-phenyl-ethyl)-cyclohexyl ester). RXN SMILES: [CH3:1][C@H:2]1[CH2:7][C@@H:6]([O:8][C:9](=[O:14])[C:10](=[O:13])[CH2:11][CH3:12])[C@H:5]([C:15]([CH3:23])([C:17]2[CH:22]=[CH:21][CH:20]=[CH:19][CH:18]=2)[CH3:16])[CH2:4][CH2:3]1.[C:24]([Mg]Br)(C)=[CH2:25].O1CCC[CH2:30]1>>[CH3:1][C@H:2]1[CH2:7][C@@H:6]([O:8][C:9](=[O:14])[C@@:10]([CH2:24][CH3:25])([OH:13])[C:11]([CH3:30])=[CH2:12])[C@H:5]([C:15]([CH3:23])([C:17]2[CH:18]=[CH:19][CH:20]=[CH:21][CH:22]=2)[CH3:16])[CH2:4][CH2:3]1. Reported procedure: To a solution of 4.200 g of compound (17) as obtained from example 11 (13.27 mmol) in 168 mL tetrahydrofuran were added dropwise at −78° C. 39.8 mL isopropenylmagnesium bromide (19.91 mmol, 1.5 eq). After additional 50 min, the reaction mixture was quenched by addition of 110 mL saturated aqueous ammonium chloride solution, and was extracted twice with 110 mL ethyl acetate. The combined organic phases were washed with 110 mL brine, dried over 15 g sodium sulfate and were filtered. The filter cak...